From a dataset of the Open Reaction Database (ORD), a public repository of structured organic reaction records. describe an organic reaction: reactants, conditions, products, and yield The reactants are O[C@H](C)[C@@H]1[C@@H]2N([C@H](C([C@@H]2C)=O)C(=O)OCC2=CC=C(C=C2)[N+](=O)[O-])C1=O (4-nitrobenzyl (1R,3R,5R,6S)-6-((1R)-1-hydroxyethyl)-1-methyl-2-oxo-1-carbapenam-3-carboxylate), C(N)(=O)C1=NC(=C2SC(=CN21)[Sn](CCCC)(CCCC)CCCC)C(=O)C=2C=NC=CC2 (5-carbamoyl-7-(pyridin-3-yl)carbonyl-2-(tri-n-butylstannyl)imidazo[5,1-b]thiazole). Yields the product C(N)(=O)C1=NC(=C2SC(=CN21)C=2[C@@H]([C@H]1N(C2C(=O)OCC2=CC=C(C=C2)[N+](=O)[O-])C([C@@H]1[C@@H](C)O)=O)C)C(=O)C=1C=NC=CC1 (4-Nitrobenzyl (1S,5R,6S)-2-[5-carbamoyl-7-(pyridin-3-yl)carbonylimidazo[5,1-b]thiazol-2-yl]-6-((1R)-1-hydroxyethyl)-1-methyl-1-carbapen-2-em-3-carboxylate). Isolated yield 66.9%. RXN SMILES: [OH:1][C@@H:2]([C@H:4]1[C:25](=[O:26])[N:6]2[C@@H:7]([C:12]([O:14][CH2:15][C:16]3[CH:21]=[CH:20][C:19]([N+:22]([O-:24])=[O:23])=[CH:18][CH:17]=3)=[O:13])[C:8](=O)[C@H:9]([CH3:10])[C@H:5]12)[CH3:3].[C:27]([C:30]1[N:37]2[C:33]([S:34][C:35]([Sn](CCCC)(CCCC)CCCC)=[CH:36]2)=[C:32]([C:51]([C:53]2[CH:54]=[N:55][CH:56]=[CH:57][CH:58]=2)=[O:52])[N:31]=1)(=[O:29])[NH2:28]>>[C:27]([C:30]1[N:37]2[C:33]([S:34][C:35]([C:8]3[C@H:9]([CH3:10])[C@@H:5]4[C@@H:4]([C@H:2]([OH:1])[CH3:3])[C:25](=[O:26])[N:6]4[C:7]=3[C:12]([O:14][CH2:15][C:16]3[CH:17]=[CH:18][C:19]([N+:22]([O-:24])=[O:23])=[CH:20][CH:21]=3)=[O:13])=[CH:36]2)=[C:32]([C:51]([C:53]2[CH:54]=[N:55][CH:56]=[CH:57][CH:58]=2)=[O:52])[N:31]=1)(=[O:29])[NH2:28]. Procedure details: 4-Nitrobenzyl (1S,5R,6S)-2-[5-carbamoyl-7-(pyridin-3-yl)carbonylimidazo[5,1-b]thiazol-2-yl]-6-((1R)-1-hydroxyethyl)-1-methyl-1-carbapen-2-em-3-carboxylate (239 mg) was prepared in the same manner as in step a) of Example 1, except that 210 mg of 4-nitrobenzyl (1R,3R,5R,6S)-6-((1R)-1-hydroxyethyl)-1-methyl-2-oxo-1-carbapenam-3-carboxylate and 342 mg of 5-carbamoyl-7-(pyridin-3-yl)carbonyl-2-(tri-n-butylstannyl)imidazo[5,1-b]thiazole were used as the starting compounds. Starting materials: COC([C@H](CCSC1=NC=CC=C1)NC(C(F)(F)F)C1=CC=C(C=C1)F)=O (4-(Pyridin-2-ylsulfanyl)-2(S)-[2,2,2-trifluoro-1-(4-fluorophenyl)ethylamino]butyric acid methyl ester), [OH-].[Na+] (NaOH). Solvent: CO (methanol). Run at time 2 hour. The product is N1=C(C=CC=C1)SCC[C@@H](C(=O)O)NC(C(F)(F)F)C1=CC=C(C=C1)F (4-(pyridin-2-ylsulfanyl)-2(S)-[2,2,2-trifluoro-1-(4-fluorophenyl)ethylamino]butyric acid). Reaction SMILES: C[O:2][C:3](=[O:27])[C@@H:4]([NH:14][CH:15]([C:20]1[CH:25]=[CH:24][C:23]([F:26])=[CH:22][CH:21]=1)[C:16]([F:19])([F:18])[F:17])[CH2:5][CH2:6][S:7][C:8]1[CH:13]=[CH:12][CH:11]=[CH:10][N:9]=1.[OH-].[Na+]>CO>[N:9]1[CH:10]=[CH:11][CH:12]=[CH:13][C:8]=1[S:7][CH2:6][CH2:5][C@H:4]([NH:14][CH:15]([C:20]1[CH:25]=[CH:24][C:23]([F:26])=[CH:22][CH:21]=1)[C:16]([F:19])([F:17])[F:18])[C:3]([OH:27])=[O:2] |f:1.2|. Procedure details: 4-(Pyridin-2-ylsulfanyl)-2(S)-[2,2,2-trifluoro-1-(4-fluorophenyl)ethylamino]butyric acid methyl ester was dissolved in methanol (2 mL) and 1N NaOH (1.2 mL) was added. After stirring for 2 h, methanol was removed and the aqueous layer was acidified to pH 5. After extracting with ethyl acetate the organic layer was dried and concentrated to give 4-(pyridin-2-ylsulfanyl)-2(S)-[2,2,2-trifluoro-1-(4-fluorophenyl)ethylamino]butyric acid as an oil which was then converted to the title compound as descr... Reactants: CN1C=C(C=C(C1=O)NC1=NN2C(COCC2)=C1)C1=CC=NC(=C1C=O)N1C(C2=CC=3CC(CC3N2CC1)(C)C)=O (4-(1-Methyl-5-(6,7-dihydro-4H-pyrazolo[5,1-c][1,4]oxazin-2-ylamino)-6-oxo-1,6-dihydropyridin-3-yl)-2-(4,4-dimethyl-9-oxo-1,10-diazatricyclo[6.4.0.02,6]dodeca-2(6),7-dien-10-yl)nicotinaldehyde), [BH4-].[Na+] (sodium borohydride). Solvent: CO (methanol). Run at time 30 minute. Product: N1=C(C=C2COCCN21)NC2=CC(=CN(C2=O)C)C2=C(C(=NC=C2)N2C(C=1N(CC2)C2=C(C1)CC(C2)(C)C)=O)CO (2-[5-(6,7-Dihydro-4H-pyrazolo[5,1-c][1,4]oxazin-2-ylamino)-3′-hydroxymethyl-1-methyl-6-oxo-1,6-dihydro-[3,4′]bipyridinyl-2′-yl]-7,7-dimethyl-3,4,7,8-tetrahydro-2H,6H-cyclopenta[4,5]pyrrolo[1,2-a]pyrazin-1-one). The yield is 26.5%. RXN SMILES: [CH3:1][N:2]1[C:7](=[O:8])[C:6]([NH:9][C:10]2[CH:18]=[C:13]3[CH2:14][O:15][CH2:16][CH2:17][N:12]3[N:11]=2)=[CH:5][C:4]([C:19]2[C:24]([CH:25]=[O:26])=[C:23]([N:27]3[CH2:38][CH2:37][N:36]4[C:29](=[CH:30][C:31]5[CH2:32][C:33]([CH3:40])([CH3:39])[CH2:34][C:35]=54)[C:28]3=[O:41])[N:22]=[CH:21][CH:20]=2)=[CH:3]1.[BH4-].[Na+]>CO>[N:11]1[N:12]2[C:13]([CH2:14][O:15][CH2:16][CH2:17]2)=[CH:18][C:10]=1[NH:9][C:6]1[C:7](=[O:8])[N:2]([CH3:1])[CH:3]=[C:4]([C:19]2[CH:20]=[CH:21][N:22]=[C:23]([N:27]3[CH2:38][CH2:37][N:36]4[C:35]5[CH2:34][C:33]([CH3:40])([CH3:39])[CH2:32][C:31]=5[CH:30]=[C:29]4[C:28]3=[O:41])[C:24]=2[CH2:25][OH:26])[CH:5]=1 |f:1.2|. Procedure: To a suspension of 168b (200 mg, 0.36 mmol) at 0° C. in methanol (10 mL) was added sodium borohydride (42 mg, 1.1 mmol). The reaction mixture was stirred for 30 minutes and quenched with water (2 mL). It was then concentrated under reduced pressure and the residue was purified by reverse-phase prep-HPLC to afford 168 (53 mg, 21%) as a yellow solid. MS-ESI: [M+H]+ 556.6. 1H NMR (400 MHz, CDCl3) δ 8.46 (d, J=5.2 Hz, 1H), 7.97 (d, J=2.4 Hz, 1H), 7.71 (d, J=2.0 Hz, 1H), 7.45 (s, 1H), 7.33 (d, J=5.2 ... Product: CC1=CC=C(S1)C=1SC(=C(N1)C(=O)O)C (2-(5-methyl-2-thienyl)-5-methyl-4-thiazolecarboxylic acid). Reported procedure: To a solution of ethyl 2-(5-methyl-2-thienyl)-5-methyl-4-thiazolecarboxylate (1.47 g) in methanol (100 ml) was added 1N aqueous potassium hydroxide (16.5 ml) and the mixture was heated at 60° C. for 40 minutes. Then the solvent was removed from the reaction mixture. The residue was treated with water and acidified with 2N hydrochloric acid under ice-cooling. The deposited solids were filtered and washed with water, recrystallized from methanol-water to give yellowish crystals of 2-(5-methyl-2-th... Reaction conditions: temperature 60 celsius. The reactants are CC1=CC=C(S1)C=1SC(=C(N1)C(=O)OCC)C (ethyl 2-(5-methyl-2-thienyl)-5-methyl-4-thiazolecarboxylate), [OH-].[K+] (potassium hydroxide). Yield: 80.6%. As a reaction SMILES: [CH3:1][C:2]1[S:6][C:5]([C:7]2[S:8][C:9]([CH3:17])=[C:10]([C:12]([O:14]CC)=[O:13])[N:11]=2)=[CH:4][CH:3]=1.[OH-].[K+]>CO>[CH3:1][C:2]1[S:6][C:5]([C:7]2[S:8][C:9]([CH3:17])=[C:10]([C:12]([OH:14])=[O:13])[N:11]=2)=[CH:4][CH:3]=1 |f:1.2|. Run in CO (methanol). The reactants are ClC1=CC=C(C(=O)N[C@@H](CCSC)C(=O)O)C=C1 (N-(p-chlorobenzoyl)-L-methionine), C(C1=CC=CC=C1)NCCCC(=O)OCC (ethyl 4-benzylaminobutyrate), [OH-].[K+] (potassium hydroxide). Solvent: C(C)O (ethanol). Run at time 12 hour. The product is ClC1=CC=C(C(=O)N[C@@H](CCSC)C(=O)N(CCCC(=O)O)CC2=CC=CC=C2)C=C1 (N-[N-(p-chlorobenzoyl)-L-methionyl]-4-benzylaminobutyric acid). RXN SMILES: [Cl:1][C:2]1[CH:18]=[CH:17][C:5]([C:6]([NH:8][C@H:9]([C:14]([OH:16])=O)[CH2:10][CH2:11][S:12][CH3:13])=[O:7])=[CH:4][CH:3]=1.[CH2:19]([NH:26][CH2:27][CH2:28][CH2:29][C:30]([O:32]CC)=[O:31])[C:20]1[CH:25]=[CH:24][CH:23]=[CH:22][CH:21]=1.[OH-].[K+]>C(O)C>[Cl:1][C:2]1[CH:3]=[CH:4][C:5]([C:6]([NH:8][C@H:9]([C:14]([N:26]([CH2:19][C:20]2[CH:21]=[CH:22][CH:23]=[CH:24][CH:25]=2)[CH2:27][CH2:28][CH2:29][C:30]([OH:32])=[O:31])=[O:16])[CH2:10][CH2:11][S:12][CH3:13])=[O:7])=[CH:17][CH:18]=1 |f:2.3|. Procedure details: Analogously to Example 1, by using equivalent quantities, reacting N-(p-chlorobenzoyl)-L-methionine and ethyl 4-benzylaminobutyrate and suitable processing, dissolving the evaporation residue in ethanol, adding an ethanolic solution of potassium hydroxide, stirring for 12 hours at room temperature and further processing yields N-[N-(p-chlorobenzoyl)-L-methionyl]-4-benzylaminobutyric acid. Reactants: [Al+3], O=C(O)c1c(-c2ccc(OCCBr)c3ccccc23)oc2ccccc12, ClCCl, [Cl-], [Cl-], [Cl-], O, O=S(Cl)Cl. Yields the product O=C1c2c(oc3ccccc23)-c2ccc(OCCBr)c3cccc1c23. As a reaction SMILES: [Al+3:35].[C:1](=[O:2])([OH:3])[c:4]1[c:5](-[c:13]2[cH:14][cH:15][c:16]([O:23][CH2:24][CH2:25][Br:26])[c:17]3[cH:18][cH:19][cH:20][cH:21][c:22]23)[o:6][c:7]2[c:8]1[cH:9][cH:10][cH:11][cH:12]2.[CH2:31]([Cl:32])[Cl:33].[Cl-:34].[Cl-:36].[Cl-:37].[OH2:38].[S:27]([Cl:28])([Cl:29])=[O:30]>>[C:1]1(=[O:2])[c:4]2[c:5]([o:6][c:7]3[c:8]2[cH:9][cH:10][cH:11][cH:12]3)-[c:13]2[cH:14][cH:15][c:16]([O:23][CH2:24][CH2:25][Br:26])[c:17]3[cH:18][cH:19][cH:20][c:21]1[c:22]23. Reactants: C(#N)C1=CC(=C(C=C1)C=1C=NN(C1O)C1=NC=C(C(=O)O)C=C1)C (6-(4-(4-cyano-2-methylphenyl)-5-hydroxy-1H-pyrazol-1-yl)nicotinic acid), COCC1(CC1)CN ((1-(methoxymethyl)cyclopropyl)methanamine). Yields the product C(#N)C1=CC(=C(C=C1)C=1C=NN(C1O)C1=NC=C(C(=O)NCC2(CC2)COC)C=C1)C (6-(4-(4-cyano-2-methylphenyl)-5-hydroxy-1H-pyrazol-1-yl)-N-((1-(methoxymethyl)cyclopropyl)methyl)nicotinamide). As a reaction SMILES: [C:1]([C:3]1[CH:8]=[CH:7][C:6]([C:9]2[CH:10]=[N:11][N:12]([C:15]3[CH:23]=[CH:22][C:18]([C:19](O)=[O:20])=[CH:17][N:16]=3)[C:13]=2[OH:14])=[C:5]([CH3:24])[CH:4]=1)#[N:2].[CH3:25][O:26][CH2:27][C:28]1([CH2:31][NH2:32])[CH2:30][CH2:29]1>>[C:1]([C:3]1[CH:8]=[CH:7][C:6]([C:9]2[CH:10]=[N:11][N:12]([C:15]3[CH:23]=[CH:22][C:18]([C:19]([NH:32][CH2:31][C:28]4([CH2:27][O:26][CH3:25])[CH2:30][CH2:29]4)=[O:20])=[CH:17][N:16]=3)[C:13]=2[OH:14])=[C:5]([CH3:24])[CH:4]=1)#[N:2]. Reported procedure: The title compound was prepared in a manner similar to Example 112 using 6-(4-(4-cyano-2-methylphenyl)-5-hydroxy-1H-pyrazol-1-yl)nicotinic acid and (1-(methoxymethyl)cyclopropyl)methanamine. 1H NMR (400 MHz, DMSO-d6) δ ppm 0.36-0.44 (m, 2H) 0.52-0.60 (m, 2H) 2.43 (s, 3H) 3.22-3.28 (m, 5H) 3.35 (s, 2H) 7.66 (d, J=7.83 Hz, 1H) 7.73 (s, 1H) 7.77 (br. s., 1H) 8.08-8.26 (m, 1H) 8.42 (d, J=6.57 Hz, 2H) 8.64 (t, J=5.56 Hz, 1H) 8.88-8.94 (m, 1H) 12.96-13.46 (m, 1H). MS m/z [M+H]+ 418.2 Reactants: C(C)OC(=O)C=C1CN(CCC1=O)C(C1=CC=CC=C1)(C1=CC=CC=C1)C1=CC=CC=C1 (3-ethoxycarbonylmethylidene-1-triphenylmethyl-4-piperidone), [BH4-].[Na+] (sodium borohydride). Run in CO (methanol). Reaction conditions: time 1 hour. Yields the product C(C)OC(=O)C=C1CNCCC1O (3-ethoxycarbonylmethylidene-4-hydroxypiperidine). Yield: 232.0%. RXN SMILES: [CH2:1]([O:3][C:4]([CH:6]=[C:7]1[C:12](=[O:13])[CH2:11][CH2:10][N:9](C(C2C=CC=CC=2)(C2C=CC=CC=2)C2C=CC=CC=2)[CH2:8]1)=[O:5])[CH3:2].[BH4-].[Na+]>CO>[CH2:1]([O:3][C:4]([CH:6]=[C:7]1[CH:12]([OH:13])[CH2:11][CH2:10][NH:9][CH2:8]1)=[O:5])[CH3:2] |f:1.2|. Procedure: To a solution of 16.6 g (39.1 mmol) of 3-ethoxycarbonylmethylidene-1-triphenylmethyl-4-piperidone in 150 ml of methanol, 1.48 g (39.1 mmol) of sodium borohydride were added in portions under ice cooling, followed by stirring at room temperature for 1 hour. After the reaction mixture was concentrated by evaporation under reduced pressure, 50 ml of water and 150 ml of ethyl acetate were added to the concentrate for extraction. The organic layer was washed with saturated saline and dried over anhyd...